This data is from the Open Reaction Database (ORD), a public repository of structured organic reaction records. The task is: describe an organic reaction: reactants, conditions, products, and yield The solvent is C(CCCCCCCCC)O (decyl alcohol). Yields the product C(CCCCCCCCC)OC(=O)C1NCC2CCC(CC2C1)CCC1=NN=NN1 (6-[2-(1H-Tetrazol-5-yl)-ethyl]-decahydro-isoquinoline-3-carboxylic acid decyl ester). The reactants are O.N1N=NN=C1CCC1CC2CC(NCC2CC1)C(=O)O (6-[2-(1H-Tetrazol-5-yl)-ethyl]-decahydro-isoquinoline-3-carboxylic acid monohydrate), Cl (hydrogen chloride). Reported procedure: A solution of 2.5 g (8.4 mmol) of 6-[2-(1H-Tetrazol-5-yl)-ethyl]-decahydro-isoquinoline-3-carboxylic acid monohydrate in 50 ml decyl alcohol saturated with hydrogen chloride (g) is heated at 120° C. overnight. The mixture is concentrated in vacuo and the residue purified by SPE (Oasis HLB) to afford the title compound. Reaction SMILES: O.[NH:2]1[C:6]([CH2:7][CH2:8][CH:9]2[CH2:18][CH2:17][CH:16]3[CH:11]([CH2:12][CH:13]([C:19]([OH:21])=[O:20])[NH:14][CH2:15]3)[CH2:10]2)=[N:5][N:4]=[N:3]1.Cl>C(O)CCCCCCCCC>[CH2:6]([O:20][C:19]([CH:13]1[CH2:12][CH:11]2[CH:16]([CH2:17][CH2:18][CH:9]([CH2:8][CH2:7][C:6]3[NH:2][N:3]=[N:4][N:5]=3)[CH2:10]2)[CH2:15][NH:14]1)=[O:21])[CH2:7][CH2:8][CH2:9][CH2:18][CH2:17][CH2:16][CH2:11][CH2:12][CH3:13] |f:0.1|. Starting materials: [N-]=[N+]=[N-].[Na+] (sodium azide), BrCC1(COC1)CO (3-bromomethyl-3-hydroxymethyloxetane). The reagents and catalysts are [Br-].C(CCC)[N+](CCCC)(CCCC)CCCC (tetra-n-butylammonium bromide). Solvent: O (water). Product: N(=[N+]=[N-])CC1(COC1)CO (3-azidomethyl-3-hydroxymethyloxetane). Yield: 47.9%. RXN SMILES: [N-:1]=[N+:2]=[N-:3].[Na+].Br[CH2:6][C:7]1([CH2:11][OH:12])[CH2:10][O:9][CH2:8]1>[Br-].C([N+](CCCC)(CCCC)CCCC)CCC.O>[N:1]([CH2:6][C:7]1([CH2:11][OH:12])[CH2:10][O:9][CH2:8]1)=[N+:2]=[N-:3] |f:0.1,3.4|. Procedure details: A solution of sodium azide (2.07 g, 0.0317 mol), 3-bromomethyl-3-hydroxymethyloxetane (5.0 g, 0.028 mol) and tetra-n-butylammonium bromide (0.0978 g, 0.3 mmol) in water (14 mL) was heated for 3 h at 104°-107° C. The solution was cooled and was extracted with ethyl ether (5×20 mL). The combined extracts were evaporated to give 1.92 g (49%) of 3-azidomethyl-3-hydroxymethyloxetane, essentially pure by glc analysis, as an oil. NMR: 1H NMR: 3.70 (s, 2H), 3.84 (d, J=4.9 Hz, 2H), 4.44 (s, 4H); 13C NMR:... Starting materials: O=C([O-])[O-], CC(=O)CC(C)C, O=C(CCCCl)c1cccs1, Fc1ccc(C(OCCN2CCNCC2)c2ccc(F)cc2)cc1, [K+], [K+]. The product is O=C(CCCN1CCN(CCOC(c2ccc(F)cc2)c2ccc(F)cc2)CC1)c1cccs1. Reaction SMILES: [C:36](=[O:37])([O-:38])[O-:39].[CH3:42][C:43]([CH2:44][CH:45]([CH3:46])[CH3:47])=[O:48].[Cl:25][CH2:26][CH2:27][CH2:28][C:29](=[O:30])[c:31]1[s:32][cH:33][cH:34][cH:35]1.[F:1][c:2]1[cH:3][cH:4][c:5]([CH:8]([O:9][CH2:10][CH2:11][N:12]2[CH2:13][CH2:14][NH:15][CH2:16][CH2:17]2)[c:18]2[cH:19][cH:20][c:21]([F:24])[cH:22][cH:23]2)[cH:6][cH:7]1.[K+:40].[K+:41]>>[F:1][c:2]1[cH:3][cH:4][c:5]([CH:8]([O:9][CH2:10][CH2:11][N:12]2[CH2:13][CH2:14][N:15]([CH2:26][CH2:27][CH2:28][C:29](=[O:30])[c:31]3[s:32][cH:33][cH:34][cH:35]3)[CH2:16][CH2:17]2)[c:18]2[cH:19][cH:20][c:21]([F:24])[cH:22][cH:23]2)[cH:6][cH:7]1. Starting materials: N(=NC(=O)OCC)C(=O)OCC (Diethyl azodicarboxylate), OC=1C=C(C(=O)OCC)C=CC1 (ethyl 3-hydroxybenzoate), OC1COCC1 (3-hydroxytetrahydrofuran), C1(=CC=CC=C1)P(C1=CC=CC=C1)C1=CC=CC=C1 (triphenylphosphine), resultant mixture. The solvent is C1CCOC1 (THF). Reaction conditions: temperature 0 celsius, time 18 hour. Product: C1(=CC=CC=C1)P(C1=CC=CC=C1)(C1=CC=CC=C1)=O (triphenylphosphine oxide). As a reaction SMILES: N(C(OCC)=O)=NC(OCC)=[O:4].OC1C=C(C=CC=1)C(OCC)=O.OC1CCOC1.[C:31]1([P:37]([C:44]2[CH:49]=[CH:48][CH:47]=[CH:46][CH:45]=2)[C:38]2[CH:43]=[CH:42][CH:41]=[CH:40][CH:39]=2)[CH:36]=[CH:35][CH:34]=[CH:33][CH:32]=1>C1COCC1>[C:44]1([P:37](=[O:4])([C:31]2[CH:32]=[CH:33][CH:34]=[CH:35][CH:36]=2)[C:38]2[CH:43]=[CH:42][CH:41]=[CH:40][CH:39]=2)[CH:45]=[CH:46][CH:47]=[CH:48][CH:49]=1. Procedure: Diethyl azodicarboxylate (2.09 g) was added to a stirred mixture of ethyl 3-hydroxybenzoate (1.662 g), 3-hydroxytetrahydrofuran (0.881 g), triphenylphosphine (3.41 g) and THF (40 ml) which had been cooled to 0° C. The resultant mixture was allowed to warm to ambient temperature and was stirred for 18 hours. The mixture was evaporated and the residue was triturated under a 9:1 mixture of hexane and ethyl acetate. The solid triphenylphosphine oxide so formed was filtered off. The filtrate was evap... The reactants are C(C1=CC=CO1)=O (furfural), NN1C(C(NCC1)=O)=O (1-amino-2,3-dioxo-piperazine). Solvent: C(C)(=O)O (acetic acid). Run at time 3 hour. The product is C(C1=CC=CO1)=NN1C(C(NCC1)=O)=O (1-furfurylideneamino-2,3-dioxo-piperazine). Isolated yield 96.6%. Reaction SMILES: [CH:1](=O)[C:2]1[O:6][CH:5]=[CH:4][CH:3]=1.[NH2:8][N:9]1[CH2:14][CH2:13][NH:12][C:11](=[O:15])[C:10]1=[O:16]>C(O)(=O)C>[CH:1](=[N:8][N:9]1[CH2:14][CH2:13][NH:12][C:11](=[O:15])[C:10]1=[O:16])[C:2]1[O:6][CH:5]=[CH:4][CH:3]=1. Procedure: 2.3 pts. by wt. of furfural, 2.6 pts. by wt. of 1-amino-2,3-dioxo-piperazine and 10 pts. by vol. of glacial acetic acid are warmed to 90° for 30 minutes and thereafter left for 3 hrs. at RT, whereupon crystallisation occurs. The precipitate is filtered off, washed first with 5 pts. by vol. of glacial acetic acid and then twice with 10 pts. by vol. of ethyl acetate each time and dried over potassium hydroxide. 4.0 pts. by wt. (96.6%) of 1-furfurylideneamino-2,3-dioxo-piperazine of melting point 1...